This data is from the Open Reaction Database (ORD), a public repository of structured organic reaction records. The task is: describe an organic reaction: reactants, conditions, products, and yield Reactants: [H-].[Na+] (sodium hydride), C(C1=CC=CC=C1)N1CC(CC1)O (1-benzyl-3-pyrrolidinol), CN(C=O)C (N,N-dimethylformamide), C(C#C)Br (propargyl bromide). Run in C(C)(=O)OCC (ethyl acetate), O (water). Conditions: time 1 hour. Product: C(C1=CC=CC=C1)N1CC(CC1)OCC#C (1-Benzyl-3-(2-propynyloxy)pyrrolidine). As a reaction SMILES: [H-].[Na+].[CH2:3]([N:10]1[CH2:14][CH2:13][CH:12]([OH:15])[CH2:11]1)[C:4]1[CH:9]=[CH:8][CH:7]=[CH:6][CH:5]=1.CN(C)C=O.[CH2:21](Br)[C:22]#[CH:23]>C(OCC)(=O)C.O>[CH2:3]([N:10]1[CH2:14][CH2:13][CH:12]([O:15][CH2:23][C:22]#[CH:21])[CH2:11]1)[C:4]1[CH:5]=[CH:6][CH:7]=[CH:8][CH:9]=1 |f:0.1|. Procedure: On an ice bath, 233 mg of sodium hydride was added to a mixture of 948 mg of 1-benzyl-3-pyrrolidinol and 10 ml of N,N-dimethylformamide and the mixture was stirred at room temperature for 1 hour. There action mixture was cooled to −40° C. and 495 μl of propargyl bromide was added thereto. The temperature was elevated to room temperature and water and ethyl acetate were added to the reaction mixture. The organic layer was separated, washed with water and brine, dried over anhydrous magnesium sulf... The reactants are BrCCCBr, CC(C)(C)OC(=O)n1nc(-c2cc3cc(O)ccc3n2C(=O)OC(C)(C)C)c2sccc21, O=C([O-])[O-], [Cs+], [Cs+]. Product: CC(C)(C)OC(=O)n1nc(-c2cc3cc(OCCCBr)ccc3n2C(=O)OC(C)(C)C)c2sccc21. Reaction SMILES: [Br:39][CH2:40][CH2:41][CH2:42][Br:43].[C:1]([CH3:2])([CH3:3])([CH3:4])[O:5][C:6](=[O:7])[n:8]1[c:9](-[c:18]2[c:19]3[c:20]([n:21]([C:23](=[O:24])[O:25][C:26]([CH3:27])([CH3:28])[CH3:29])[n:22]2)[cH:30][cH:31][s:32]3)[cH:10][c:11]2[cH:12][c:13]([OH:17])[cH:14][cH:15][c:16]12.[C:33](=[O:34])([O-:35])[O-:36].[Cs+:37].[Cs+:38]>>[C:1]([CH3:2])([CH3:3])([CH3:4])[O:5][C:6](=[O:7])[n:8]1[c:9](-[c:18]2[c:19]3[c:20]([n:21]([C:23](=[O:24])[O:25][C:26]([CH3:27])([CH3:28])[CH3:29])[n:22]2)[cH:30][cH:31][s:32]3)[cH:10][c:11]2[cH:12][c:13]([O:17][CH2:42][CH2:41][CH2:40][Br:39])[cH:14][cH:15][c:16]12. Starting materials: BrC=1C=C(C=CC1C)OC (3-bromo-4-methylanisole), ice water, FC1=CC=C(C(=O)Cl)C=C1 (4-Fluorobenzoyl chloride), [Al+3].[Cl-].[Cl-].[Cl-] (AlCl3). Run in ClCCCl (1,2-dichloroethane), ClCCCl (1,2-dichloroethane). Reaction conditions: time 2 hour. Product: BrC1=CC(=C(C=C1C)C(=O)C1=CC=C(C=C1)F)OC ((4-Bromo-2-methoxy-5-methylphenyl)(4-fluorophenyl)methanone). Reaction SMILES: [F:1][C:2]1[CH:10]=[CH:9][C:5]([C:6](Cl)=[O:7])=[CH:4][CH:3]=1.[Al+3].[Cl-].[Cl-].[Cl-].[Br:15][C:16]1[CH:17]=[C:18]([O:23][CH3:24])[CH:19]=[CH:20][C:21]=1[CH3:22]>ClCCCl>[Br:15][C:16]1[C:21]([CH3:22])=[CH:20][C:19]([C:6]([C:5]2[CH:9]=[CH:10][C:2]([F:1])=[CH:3][CH:4]=2)=[O:7])=[C:18]([O:23][CH3:24])[CH:17]=1 |f:1.2.3.4|. Procedure: 4-Fluorobenzoyl chloride (1.40 mL, 11.9 mmol) was added dropwise to a suspension of AlCl3 (1.73 g, 13.0 mmol) in 1,2-dichloroethane (30 mL) at room temperature. After 15 min a solution of 3-bromo-4-methylanisole (2.17 g, 10.8 mmol) in 1,2-dichloroethane (3 mL) was added dropwise. The resulting mixture was stirred for 2 h, poured into 200 mL of ice-water, stirred for 20 min and extracted with CHCl3 (3×). The combined organics were washed with 5% aq. NaHCO3, brine, dried (Na2SO4) and concentrated.... Reactants: CCCCCCCCCCCCN(C)CCOc1ccc(CCC(=O)O)c(O)c1, CO. The product is CCCCCCCCCCCCN(C)CCOc1ccc2c(c1)OC(=O)CC2. RXN SMILES: [CH2:1]([CH2:2][CH2:3][CH2:4][CH2:5][CH2:6][CH2:7][CH2:8][CH2:9][CH2:10][CH2:11][CH3:12])[N:13]([CH3:14])[CH2:15][CH2:16][O:17][c:18]1[cH:19][c:20]([OH:29])[c:21]([CH2:24][CH2:25][C:26](=[O:27])[OH:28])[cH:22][cH:23]1.[CH3:30][OH:31]>>[CH2:1]([CH2:2][CH2:3][CH2:4][CH2:5][CH2:6][CH2:7][CH2:8][CH2:9][CH2:10][CH2:11][CH3:12])[N:13]([CH3:14])[CH2:15][CH2:16][O:17][c:18]1[cH:19][c:20]2[c:21]([cH:22][cH:23]1)[CH2:24][CH2:25][C:26](=[O:28])[O:29]2. Reported procedure: In the manner described in example 3, 2-bromophenylacetic acid is condensed with 2-fluoro-4-chloroaniline to yield 2-[(2-fluoro-4-chlorophenyl)amino]phenylacetic acid. Starting materials: BrC1=C(C=CC=C1)CC(=O)O (2-bromophenylacetic acid), FC1=C(N)C=CC(=C1)Cl (2-fluoro-4-chloroaniline). Product: FC1=C(C=CC(=C1)Cl)NC1=C(C=CC=C1)CC(=O)O (2-[(2-fluoro-4-chlorophenyl)amino]phenylacetic acid). Reaction SMILES: Br[C:2]1[CH:7]=[CH:6][CH:5]=[CH:4][C:3]=1[CH2:8][C:9]([OH:11])=[O:10].[F:12][C:13]1[CH:19]=[C:18]([Cl:20])[CH:17]=[CH:16][C:14]=1[NH2:15]>>[F:12][C:13]1[CH:19]=[C:18]([Cl:20])[CH:17]=[CH:16][C:14]=1[NH:15][C:2]1[CH:7]=[CH:6][CH:5]=[CH:4][C:3]=1[CH2:8][C:9]([OH:11])=[O:10].